Dataset: the Open Reaction Database (ORD), a public repository of structured organic reaction records. Task: describe an organic reaction: reactants, conditions, products, and yield The reactants are CCOC(=O)CCCBr, [H-], [Na+], CN(C)C=O, N#Cc1cccc(O)c1. Product: CCOC(=O)CCCOc1cccc(C#N)c1. As a reaction SMILES: [Br:12][CH2:13][CH2:14][CH2:15][C:16](=[O:17])[O:18][CH2:19][CH3:20].[H-:10].[Na+:11].[O:21]=[CH:22][N:23]([CH3:24])[CH3:25].[OH:1][c:2]1[cH:3][c:4]([C:5]#[N:6])[cH:7][cH:8][cH:9]1>>[O:1]([c:2]1[cH:3][c:4]([C:5]#[N:6])[cH:7][cH:8][cH:9]1)[CH2:13][CH2:14][CH2:15][C:16](=[O:17])[O:18][CH2:19][CH3:20]. Reactants: BrC/C=C/C(=O)Cl (4-bromo crotonyl chloride), NC=1C=C2C(=C(C=NC2=CC1OC)C#N)NC1=CC(=C(C=C1)F)Cl (6-amino-4-(3-chloro-4-fluoro-phenylamino)-7-methoxy-quinoline-3-carbonitrile). Product: ClC=1C=C(C=CC1F)NC1=C(C=NC2=CC(=C(C=C12)NC(C=CCBr)=O)OC)C#N (4-Bromo-but-2-enoic Acid[4-(3-chloro-4-fluoro-phenylamino)-3-cyano-7-methoxy-quinolin-6-yl]-amide). As a reaction SMILES: [Br:1][CH2:2]/[CH:3]=[CH:4]/[C:5](Cl)=[O:6].[NH2:8][C:9]1[CH:10]=[C:11]2[C:16](=[CH:17][C:18]=1[O:19][CH3:20])[N:15]=[CH:14][C:13]([C:21]#[N:22])=[C:12]2[NH:23][C:24]1[CH:29]=[CH:28][C:27]([F:30])=[C:26]([Cl:31])[CH:25]=1>>[Cl:31][C:26]1[CH:25]=[C:24]([NH:23][C:12]2[C:11]3[C:16](=[CH:17][C:18]([O:19][CH3:20])=[C:9]([NH:8][C:5](=[O:6])[CH:4]=[CH:3][CH2:2][Br:1])[CH:10]=3)[N:15]=[CH:14][C:13]=2[C:21]#[N:22])[CH:29]=[CH:28][C:27]=1[F:30]. Reported procedure: By using the method of Example 15, 4-bromo crotonyl chloride and 6-amino-4-(3-chloro-4-fluoro-phenylamino)-7-methoxy-quinoline-3-carbonitrile was converted to the title compound which was obtained as a solid that could be purified with boiling methanol. Starting materials: [N+](=O)([O-])C=1C=C(C=CC1)C1=CC=NC=C1 (4-(3-nitrophenyl)pyridine), COS(=O)(=O)OC (dimethylsulphate). Solvent: C(C)OCC (diethyl ether). Run at temperature 100 celsius. Yields the product COS(=O)(=O)[O-].C[N+]1=CC=C(C=C1)C1=CC(=CC=C1)[N+](=O)[O-] (1-Methyl-4-(3-nitrophenyl)-pyridinium monomethyl-sulphate). RXN SMILES: [N+:1]([C:4]1[CH:5]=[C:6]([C:10]2[CH:15]=[CH:14][N:13]=[CH:12][CH:11]=2)[CH:7]=[CH:8][CH:9]=1)([O-:3])=[O:2].[CH3:16][O:17][S:18]([O:21]C)(=[O:20])=[O:19]>C(OCC)C>[CH3:16][O:17][S:18]([O-:21])(=[O:20])=[O:19].[CH3:16][N+:13]1[CH:14]=[CH:15][C:10]([C:6]2[CH:7]=[CH:8][CH:9]=[C:4]([N+:1]([O-:3])=[O:2])[CH:5]=2)=[CH:11][CH:12]=1 |f:3.4|. Procedure: A mixture of 4-(3-nitrophenyl)pyridine (4.0 g; 20 mmol) and dimethylsulphate (10 ml) was heated to 100° C. for five days. The cooled mixture wad diluted with diethyl ether (50 ml) and stirred thoroughly. The mixture was decanted and the oily bottom layer was washed additionally three times with diethyl ether and once with ethanol to leave the crystalline product (2.9 g; 47%). Starting materials: NCCC[Si](OCC)(OCC)OCC (3-Aminopropyltriethoxysilane), ClC(=O)OCC (ethyl chloroformate). Solvent: light petroleum, C(C)N(CC)CC (triethylamine), light petroleum. Conditions: temperature -10 celsius, time 8 hour. Product: C(C)OC(NCCC[Si](OCC)(OCC)OCC)=O (ethyl-N-(3-triethoxysilylpropyl)carbamate). The yield is 88.2%. As a reaction SMILES: [NH2:1][CH2:2][CH2:3][CH2:4][Si:5]([O:12][CH2:13][CH3:14])([O:9][CH2:10][CH3:11])[O:6][CH2:7][CH3:8].Cl[C:16]([O:18][CH2:19][CH3:20])=[O:17]>C(N(CC)CC)C>[CH2:19]([O:18][C:16](=[O:17])[NH:1][CH2:2][CH2:3][CH2:4][Si:5]([O:12][CH2:13][CH3:14])([O:6][CH2:7][CH3:8])[O:9][CH2:10][CH3:11])[CH3:20]. Procedure: 3-Aminopropyltriethoxysilane (442 g.), light petroleum (b.p. 30°-40°, 1600 ml) and anhydrous triethylamine (255 g.) were placed under dry nitrogen in a three-necked flask equipped with a stirrer and dropping funnel. The mixture was cooled to -10° C. and a solution of redistilled ethyl chloroformate (217 g.) in light petroleum (b.p. 30°-40° C., 600 ml) was added dropwise over 2 h. The mixture was allowed to warm to ambient temperature and left overnight. The mixture was then rapidly filtered and ... Starting materials: ClC=1C(=NC=C(C1)Cl)C(CN1C(C=2C(C1=O)=CC=CC2)=O)=NO (N-[2-(3,5-dichloropyridin-2-yl)-2-(hydroxyimino)ethyl]phthalimide), C([O-])([O-])=O.[K+].[K+] (potassium carbonate), ICCC (1-iodopropane), O (water). Solvent: CN(C=O)C (N,N-dimethylformamide). Conditions: time 18 hour. The product is ClC=1C(=NC=C(C1)Cl)C(CN1C(C=2C(C1=O)=CC=CC2)=O)=NOCCC (N-[2-(3,5-dichloropyridin-2-yl)-2-(propoxyimino)ethyl]phthalimide). The yield is 79.2%. As a reaction SMILES: [Cl:1][C:2]1[C:3]([C:9](=[N:22][OH:23])[CH2:10][N:11]2[C:15](=[O:16])[C:14]3=[CH:17][CH:18]=[CH:19][CH:20]=[C:13]3[C:12]2=[O:21])=[N:4][CH:5]=[C:6]([Cl:8])[CH:7]=1.C(=O)([O-])[O-].[K+].[K+].I[CH2:31][CH2:32][CH3:33].O>CN(C)C=O>[Cl:1][C:2]1[C:3]([C:9](=[N:22][O:23][CH2:31][CH2:32][CH3:33])[CH2:10][N:11]2[C:12](=[O:21])[C:13]3=[CH:20][CH:19]=[CH:18][CH:17]=[C:14]3[C:15]2=[O:16])=[N:4][CH:5]=[C:6]([Cl:8])[CH:7]=1 |f:1.2.3|. Procedure: To 265 mg of N-[2-(3,5-dichloropyridin-2-yl)-2-(hydroxyimino)ethyl]phthalimide in 2 ml of N,N-dimethylformamide, 310 mg of potassium carbonate and 387 mg of 1-iodopropane were added, and the mixture was stirred at room temperature for 18 hours. After completion of the reaction, the reaction mixture was mixed with 30 ml of water and extracted with ethyl acetate (50 ml×1), the resulting organic layer was washed with water (50 ml×1) and dried over saturated aqueous sodium chloride and then anhydrou... Starting materials: N1C=C(C2=CC=CC=C12)CCCC(=O)OC (methyl 4-(3-indolyl)-butyrate), [H-].[Al+3].[Li+].[H-].[H-].[H-] (lithium aluminium hydride). The solvent is O1CCCC1 (tetrahydrofuran), O1CCCC1 (tetrahydrofuran). Run at time 1 hour. Product: N1C=C(C2=CC=CC=C12)CCCCO (4-(3-indolyl)-1-butanol). The yield is 107.0%. As a reaction SMILES: [NH:1]1[C:9]2[C:4](=[CH:5][CH:6]=[CH:7][CH:8]=2)[C:3]([CH2:10][CH2:11][CH2:12][C:13](OC)=[O:14])=[CH:2]1.[H-].[Al+3].[Li+].[H-].[H-].[H-]>O1CCCC1>[NH:1]1[C:9]2[C:4](=[CH:5][CH:6]=[CH:7][CH:8]=2)[C:3]([CH2:10][CH2:11][CH2:12][CH2:13][OH:14])=[CH:2]1 |f:1.2.3.4.5.6|. Procedure details: A tetrahydrofuran solution (500 ml) of methyl 4-(3-indolyl)-butyrate (103 g) was added dropwise to a suspension of lithium aluminium hydride (25 g) in tetrahydrofuran (1000 ml) at 40° C. followed by stirring for 1 h at room temperature. Usual work-up gave 4-(3-indolyl)-1-butanol (96 g) as an oil. Arylation with 1-fluoro-4-iodobenzene according to the method described in EXAMPLE 5 yielded 4-[1-[4-fluorophenyl)-3-indolyl]-1-butanol which was converted to the title compound 9a by the method describ... The reactants are CC(C)([O-])C.[K+] (potassium tert-butoxide), 12-L, CCOC(=O)C.CCCCCCC (EtOAc Heptane), C(#N)C(CCC(=O)OC)(CCC(=O)OC)C1=CC(=C(C=C1)Cl)Cl (dimethyl 4-cyano-4-(3,4-dichlorophenyl)-heptanedioate). Solvent: C1(=CC=CC=C1)C (toluene), C1(=CC=CC=C1)C (toluene). Conditions: temperature 90 celsius, time 1 hour. The product is C(#N)C1(CCC(C(C1)C(=O)OC)=O)C1=CC(=C(C=C1)Cl)Cl (methyl 5-cyano-5-(3,4-dichlorophenyl)-2-oxocyclohexanecarboxylate). Yield: 121.5%. Reaction SMILES: CC(C)([O-])C.[K+].[C:7]([C:9]([C:22]1[CH:27]=[CH:26][C:25]([Cl:28])=[C:24]([Cl:29])[CH:23]=1)([CH2:16][CH2:17][C:18]([O:20]C)=O)[CH2:10][CH2:11][C:12]([O:14][CH3:15])=[O:13])#[N:8].CCOC(C)=O.CCCCCCC>C1(C)C=CC=CC=1>[C:7]([C:9]1([C:22]2[CH:27]=[CH:26][C:25]([Cl:28])=[C:24]([Cl:29])[CH:23]=2)[CH2:10][CH:11]([C:12]([O:14][CH3:15])=[O:13])[C:18](=[O:20])[CH2:17][CH2:16]1)#[N:8] |f:0.1,3.4|. Reported procedure: To a 12-L, three-neck flask equipped with a temperature probe, reflux condenser, addition funnel and overhead stirrer was charged with potassium tert-butoxide (266 g, 2.3 mol) and toluene (1 L). A solution of dimethyl 4-cyano-4-(3,4-dichlorophenyl)-heptanedioate (402 g, crude, 386 g theoretical, 1.07 mol) in toluene (3 L) was added through an addition funnel. The reaction mixture was heated to 90° C. and stirred for 1 h. The progress of the reaction was monitored by TLC (4:6 EtOAc/Heptane; stain...